This data is from the Open Reaction Database (ORD), a public repository of structured organic reaction records. The task is: describe an organic reaction: reactants, conditions, products, and yield The reactants are C1CCOC1, CCO, Cc1cccc(N2CCN(CCCC=Cc3ccc4c(n3)NC(=O)CC4)CC2)c1Cl. The product is Cc1cccc(N2CCN(CCCCCc3ccc4c(n3)NC(=O)CC4)CC2)c1Cl. As a reaction SMILES: [CH2:34]1[O:35][CH2:36][CH2:37][CH2:38]1.[CH3:31][CH2:32][OH:33].[Cl:1][c:2]1[c:3]([N:9]2[CH2:10][CH2:11][N:12]([CH2:15][CH2:16][CH2:17][CH:18]=[CH:19][c:20]3[cH:21][cH:22][c:23]4[c:28]([n:29]3)[NH:27][C:26](=[O:30])[CH2:25][CH2:24]4)[CH2:13][CH2:14]2)[cH:4][cH:5][cH:6][c:7]1[CH3:8]>>[Cl:1][c:2]1[c:3]([N:9]2[CH2:10][CH2:11][N:12]([CH2:15][CH2:16][CH2:17][CH2:18][CH2:19][c:20]3[cH:21][cH:22][c:23]4[c:28]([n:29]3)[NH:27][C:26](=[O:30])[CH2:25][CH2:24]4)[CH2:13][CH2:14]2)[cH:4][cH:5][cH:6][c:7]1[CH3:8]. The reactants are C(OCC1=CC=C(C=C1)NC([C@H](CCCNC(=O)N)NC([C@H](C(C)C)NC(CCCCCN1C(C=CC1=O)=O)=O)=O)=O)(OC1=CC=C(C=C1)[N+](=O)[O-])=O (4-((S)-2-((S)-2-(6-(2,5-Dioxo-2,5-dihydro-1H-pyrrol-1-yl)hexanamido)-3-methylbutanamido)-5-ureidopentanamido)benzyl 4-nitrophenyl carbonate), N1(CCNCC1)C(=O)OC(C)(C)C (tert-butyl piperazine-1-carboxylate), C(C)OCC (Diethyl ether). Run in CS(=O)C (DMSO). Conditions: time 1 hour. Yields the product O=C1N(C(C=C1)=O)CCCCCC(=O)N[C@@H](C(C)C)C(=O)N[C@@H](CCCNC(N)=O)C(=O)NC1=CC=C(C=C1)COC(=O)N1CCN(CC1)C(=O)OC(C)(C)C (N-[6-(2,5-dioxo-2,5-dihydro-1H-pyrrol-1-yl)hexanoyl]-L-valyl-N-{4-[({[4-(tert-butoxycarbonyl)piperazin-1-yl]carbonyl}oxy)methyl]phenyl}-N5-carbamoyl-L-omithinamide). As a reaction SMILES: [C:1](=[O:53])(OC1C=CC([N+]([O-])=O)=CC=1)[O:2][CH2:3][C:4]1[CH:9]=[CH:8][C:7]([NH:10][C:11](=[O:42])[C@@H:12]([NH:20][C:21](=[O:41])[C@@H:22]([NH:26][C:27](=[O:40])[CH2:28][CH2:29][CH2:30][CH2:31][CH2:32][N:33]2[C:37](=[O:38])[CH:36]=[CH:35][C:34]2=[O:39])[CH:23]([CH3:25])[CH3:24])[CH2:13][CH2:14][CH2:15][NH:16][C:17]([NH2:19])=[O:18])=[CH:6][CH:5]=1.[N:54]1([C:60]([O:62][C:63]([CH3:66])([CH3:65])[CH3:64])=[O:61])[CH2:59][CH2:58][NH:57][CH2:56][CH2:55]1.C(OCC)C>CS(C)=O>[O:39]=[C:34]1[CH:35]=[CH:36][C:37](=[O:38])[N:33]1[CH2:32][CH2:31][CH2:30][CH2:29][CH2:28][C:27]([NH:26][C@H:22]([C:21]([NH:20][C@H:12]([C:11]([NH:10][C:7]1[CH:6]=[CH:5][C:4]([CH2:3][O:2][C:1]([N:57]2[CH2:56][CH2:55][N:54]([C:60]([O:62][C:63]([CH3:66])([CH3:65])[CH3:64])=[O:61])[CH2:59][CH2:58]2)=[O:53])=[CH:9][CH:8]=1)=[O:42])[CH2:13][CH2:14][CH2:15][NH:16][C:17](=[O:18])[NH2:19])=[O:41])[CH:23]([CH3:24])[CH3:25])=[O:40]. Procedure details: Step 1 4-((S)-2-((S)-2-(6-(2,5-Dioxo-2,5-dihydro-1H-pyrrol-1-yl)hexanamido)-3-methylbutanamido)-5-ureidopentanamido)benzyl 4-nitrophenyl carbonate 58 (30 mg, 0.041 mmol) was reacted with tert-butyl piperazine-1-carboxylate (5.3 mg, 0.0287 mmol) in anhydrous DMSO under argon atmosphere at room temperature (FIG. 7d). The reaction mixture was stirred for 1 h, until disappearance of the starting material (HPLC-MS analysis). Diethyl ether (80 ml) was then added to the reaction mixture and the precipi... Yields the product BrC1=C2CC[C@H](CC2=C(C=C1)N1CCN(CC1)C)NC(C1=CC=C(C=C1)C(F)(F)F)=O ((R)-N-[5-Bromo-8-(4-methylpiperazin-1-yl)-1,2,3,4-tetrahydro-2-naphthyl]-4-trifluoromethylbenzamide). As a reaction SMILES: [CH3:1][N:2]1[CH2:7][CH2:6][N:5]([C:8]2[CH:9]=[CH:10][CH:11]=[C:12]3[C:17]=2[CH2:16][C@H:15]([NH:18][C:19](=[O:30])[C:20]2[CH:25]=[CH:24][C:23]([C:26]([F:29])([F:28])[F:27])=[CH:22][CH:21]=2)[CH2:14][CH2:13]3)[CH2:4][CH2:3]1.C([O-])(=O)C.[Na+].[Br:36]Br.[OH-].[Na+]>C(O)(=O)C>[Br:36][C:11]1[CH:10]=[CH:9][C:8]([N:5]2[CH2:6][CH2:7][N:2]([CH3:1])[CH2:3][CH2:4]2)=[C:17]2[C:12]=1[CH2:13][CH2:14][C@@H:15]([NH:18][C:19](=[O:30])[C:20]1[CH:21]=[CH:22][C:23]([C:26]([F:29])([F:27])[F:28])=[CH:24][CH:25]=1)[CH2:16]2 |f:1.2,4.5|. Yield: 84.8%. The solvent is C(C)(=O)O (acetic acid). Reported procedure: (R)-N-[8-(4-methylpiperazin-1-yl)-1,2,3,4-tetrahydro-2-naphthyl]-4-trifluoromethylbenzamide (80 mg, 0.19 mmol) and sodium acetate (200 mg) were dissolved in acetic acid (3 mL) and the mixture was stirred at room temperature. Bromine (34 mg, 0.21 mmol) was added dropwise to the reaction mixture and the mixture was stirred for 2 h at ambient temperature. A 2 M sodium hydroxide solution (100 mL) was added and the mixture was extracted with diethyl ether (2×50 mL). The combined organic phases were d... Starting materials: [OH-].[Na+] (sodium hydroxide), CN1CCN(CC1)C=1C=CC=C2CC[C@H](CC12)NC(C1=CC=C(C=C1)C(F)(F)F)=O ((R)-N-[8-(4-methylpiperazin-1-yl)-1,2,3,4-tetrahydro-2-naphthyl]-4-trifluoromethylbenzamide), C(C)(=O)[O-].[Na+] (sodium acetate), BrBr (Bromine).